This data is from the Open Reaction Database (ORD), a public repository of structured organic reaction records. The task is: describe an organic reaction: reactants, conditions, products, and yield Reactants: O=C([O-])[O-], O=C(O)c1cccc(-n2c(=O)c(Cc3ccccc3)nc3cccnc32)c1, CCOC(C)=O, CN(C)C=O, CCCI, [K+], [K+]. The product is CCCOC(=O)c1cccc(-n2c(=O)c(Cc3ccccc3)nc3cccnc32)c1. RXN SMILES: [C:32](=[O:33])([O-:34])[O-:35].[CH2:1]([c:2]1[cH:3][cH:4][cH:5][cH:6][cH:7]1)[c:8]1[n:9][c:10]2[c:11]([n:12](-[c:15]3[cH:16][c:17]([C:21](=[O:22])[OH:23])[cH:18][cH:19][cH:20]3)[c:13]1=[O:14])[n:24][cH:25][cH:26][cH:27]2.[CH3:38][CH2:39][O:40][C:41](=[O:42])[CH3:43].[CH3:44][N:45]([CH3:46])[CH:47]=[O:48].[I:28][CH2:29][CH2:30][CH3:31].[K+:36].[K+:37]>>[CH2:1]([c:2]1[cH:3][cH:4][cH:5][cH:6][cH:7]1)[c:8]1[n:9][c:10]2[c:11]([n:12](-[c:15]3[cH:16][c:17]([C:21](=[O:22])[O:23][CH2:29][CH2:30][CH3:31])[cH:18][cH:19][cH:20]3)[c:13]1=[O:14])[n:24][cH:25][cH:26][cH:27]2. Reactants: ClCC(=O)CCl (1,3-dichloroacetone), COC=1C=C(C(=S)N)C=CC1OC (3,4-dimethoxythiobenzamide). The solvent is C(C)O (ethanol). Product: COC=1C=C(C=CC1OC)C=1SC=C(N1)CCl (2-(3,4-dimethoxyphenyl)-4-chloromethylthiazole). Isolated yield 59.1%. As a reaction SMILES: [Cl:1][CH2:2][C:3]([CH2:5]Cl)=O.[CH3:7][O:8][C:9]1[CH:10]=[C:11]([CH:15]=[CH:16][C:17]=1[O:18][CH3:19])[C:12]([NH2:14])=[S:13]>C(O)C>[CH3:7][O:8][C:9]1[CH:10]=[C:11]([C:12]2[S:13][CH:5]=[C:3]([CH2:2][Cl:1])[N:14]=2)[CH:15]=[CH:16][C:17]=1[O:18][CH3:19]. Reported procedure: 1.5 g of 1,3-dichloroacetone and 2.3 g of 3,4-dimethoxythiobenzamide were suspended in 100 ml of ethanol. The suspension was heated for 3 hours to complete the reaction. The solvent was removed by distillation. The residue was purified by silica gel column chromatography to obtain 1.86 g of 2-(3,4-dimethoxyphenyl)-4-chloromethylthiazole as a colorless viscous oil. Starting materials: O1C(CCCC1)OC1OCCCC1 (tetrahydropyranyl ether), C1(CC=CC1)O (3-cyclopentenol), [N+](=[N-])=CC(=O)OCC (ethyl diazoacetate). Reagents/catalysts: [Cu] (copper). Product: O1C(CCCC1)OC1CC2C(C2C1)C(=O)OCC (ethyl 3-[(tetrahydropyran-2-yl)oxy]bicyclo[3.1.0]hexane-6-carboxylate). The yield is 55.0%. As a reaction SMILES: [O:1]1[CH2:6][CH2:5][CH2:4][CH2:3][CH:2]1[O:7][CH:8]1[CH2:13][CH2:12][CH2:11][CH2:10][O:9]1.[CH:14]1([OH:19])CC=C[CH2:15]1.[N+](=[CH:22][C:23](OCC)=O)=[N-]>[Cu]>[O:9]1[CH2:10][CH2:11][CH2:12][CH2:13][CH:8]1[O:7][CH:2]1[CH2:23][CH:22]2[CH:4]([CH:5]2[C:6]([O:19][CH2:14][CH3:15])=[O:1])[CH2:3]1. Procedure: A mixture of 0.01 M of the tetrahydropyranyl ether of 3-cyclopentenol (VII) and 1 g. of copper powder is stirred vigorously and maintained at 100° C. while 0.07 M (8 g.) of ethyl diazoacetate is added over a period of 8 hours. The reaction mixture is then extracted with hexane and chromatographed over aluminum oxide (activity I). Elution first with hexane, and then benzene, and evaporation of the eluates gives ethyl 3-[(tetrahydropyran-2-yl)oxy]bicyclo[3.1.0]hexane-6-carboxylate (VIII) in 55% yi... Reactants: OCC=1C=C(COC=2C=CC(=C(C2)C2=C(C=C(C=C2)C(CC)=O)C(C)C)CC)C=CC1CO (1-{5′-[3,4-bis(hydroxymethyl)benzyloxy]-2′-ethyl-2-isopropylbiphenyl-4-yl}-1-propanone), C(C)[Mg]Br (ethylmagnesium bromide). Product: C(C)C1=CC=C(C=C1C1=C(C=C(C=C1)C(CC)(O)CC)C(C)C)OCC1=CC(=C(C=C1)CO)CO ({4-[6-Ethyl-4′-(1-ethyl-1-hydroxypropyl)-2′-isopropylbiphenyl-3-yloxymethyl]-2-hydroxymethylphenyl}methanol). As a reaction SMILES: [OH:1][CH2:2][C:3]1[CH:4]=[C:5]([CH:29]=[CH:30][C:31]=1[CH2:32][OH:33])[CH2:6][O:7][C:8]1[CH:9]=[CH:10][C:11]([CH2:27][CH3:28])=[C:12]([C:14]2[CH:19]=[CH:18][C:17]([C:20](=[O:23])[CH2:21][CH3:22])=[CH:16][C:15]=2[CH:24]([CH3:26])[CH3:25])[CH:13]=1.[CH2:34]([Mg]Br)[CH3:35]>>[CH2:27]([C:11]1[C:12]([C:14]2[CH:19]=[CH:18][C:17]([C:20]([CH2:34][CH3:35])([OH:23])[CH2:21][CH3:22])=[CH:16][C:15]=2[CH:24]([CH3:26])[CH3:25])=[CH:13][C:8]([O:7][CH2:6][C:5]2[CH:29]=[CH:30][C:31]([CH2:32][OH:33])=[C:3]([CH2:2][OH:1])[CH:4]=2)=[CH:9][CH:10]=1)[CH3:28]. Procedure details: In a manner similar to that of Example 1(q), by reacting 810 mg (1.8 mmol) of 1-{5′-[3,4-bis(hydroxymethyl)benzyloxy]-2′-ethyl-2-isopropylbiphenyl-4-yl}-1-propanone with 4.8 ml (15 mmol) of ethylmagnesium bromide (3M/ether), and after purification by chromatography on a column of silica eluted with a mixture of heptane and ethyl acetate (35/65), 600 mg (70%) of {4-[6-Ethyl-4′-(1-ethyl-1-hydroxypropyl)-2′-isopropylbiphenyl-3-yloxymethyl]-2-hydroxymethylphenyl}methanol are obtained in the form of ...